From a dataset of the Open Reaction Database (ORD), a public repository of structured organic reaction records. describe an organic reaction: reactants, conditions, products, and yield Reactants: FC(C1=CC2=C(N=C(N2)S)C=C1)(F)F (5-trifluoromethyl-2-mercaptobenzimidazole), [OH-].[Na+] (sodium hydroxide), BrCC1=NC=CC(=C1OC)OC (2-bromomethyl-3,4-dimethoxypyridine). The solvent is CO (methanol), CO (methanol). Reaction conditions: time 1 hour. The product is COC=1C(=NC=CC1OC)CSC=1NC2=C(N1)C=CC(=C2)C(F)(F)F (2-[(3,4-dimethoxypyrid-2-yl)methylthio]-5-trifluoromethylbenzimidazole). Isolated yield 16.6%. As a reaction SMILES: [F:1][C:2]([F:14])([F:13])[C:3]1[CH:12]=[CH:11][C:6]2[N:7]=[C:8]([SH:10])[NH:9][C:5]=2[CH:4]=1.[OH-].[Na+].Br[CH2:18][C:19]1[C:24]([O:25][CH3:26])=[C:23]([O:27][CH3:28])[CH:22]=[CH:21][N:20]=1>CO>[CH3:26][O:25][C:24]1[C:19]([CH2:18][S:10][C:8]2[NH:9][C:5]3[CH:4]=[C:3]([C:2]([F:13])([F:1])[F:14])[CH:12]=[CH:11][C:6]=3[N:7]=2)=[N:20][CH:21]=[CH:22][C:23]=1[O:27][CH3:28] |f:1.2|. Procedure details: To a solution of 5-trifluoromethyl-2-mercaptobenzimidazole (1.10 g), 1N-sodium hydroxide (7.2 ml), and methanol (5 ml) was added a solution of 2-bromomethyl-3,4-dimethoxypyridine (1.3 g) in methanol (35 ml) at room temperature over 10 minutes. The mixture was stirred for one hour, concentrated, and extracted with chloroform. The organic layer was washed with 1N-sodium hydroxide and then with water, dried, and evaporated. The residue was purified by column chromatography on silica gel (chloroform... Starting materials: Br.OC1=C(C=2C3=C(C(NC2C(=C1)C)=O)SC=C3)C3=CC=C(C=C3)[C@H](CNC)C ((R)-8-hydroxy-6-methyl-9-(4-(1-(methylamino)propan-2-yl)phenyl)thieno[2,3-c]quinolin-4(5H)-one hydrobromide), Cl (HCl). Yields the product Cl.OC1=C(C=2C3=C(C(NC2C(=C1)C)=O)SC=C3)C3=CC=C(C=C3)[C@H](CNC)C ((R)-8-Hydroxy-6-methyl-9-(4-(1-(methylamino)propan-2-yl)phenyl)thieno[2,3-c]quinolin-4(5H)-one Hydrochloride), hydrochloride salt. Reaction SMILES: Br.[OH:2][C:3]1[CH:12]=[C:11]([CH3:13])[C:10]2[NH:9][C:8](=[O:14])[C:7]3[S:15][CH:16]=[CH:17][C:6]=3[C:5]=2[C:4]=1[C:18]1[CH:23]=[CH:22][C:21]([C@@H:24]([CH3:28])[CH2:25][NH:26][CH3:27])=[CH:20][CH:19]=1.[ClH:29]>>[ClH:29].[OH:2][C:3]1[CH:12]=[C:11]([CH3:13])[C:10]2[NH:9][C:8](=[O:14])[C:7]3[S:15][CH:16]=[CH:17][C:6]=3[C:5]=2[C:4]=1[C:18]1[CH:23]=[CH:22][C:21]([C@@H:24]([CH3:28])[CH2:25][NH:26][CH3:27])=[CH:20][CH:19]=1 |f:0.1,3.4|. Procedure: Following General Procedure D-3, (R)-8-hydroxy-6-methyl-9-(4-(1-(methylamino)propan-2-yl)phenyl)thieno[2,3-c]quinolin-4(5H)-one hydrobromide (120 mg, 0.26 mmol) was dissolved in aqueous HCl (100 mmol) and stirred concentrated at room temperature for 2 h, concentrated and dried under high vacuum to afford the desired product as a hydrochloride salt. The desired product was dried under high vacuum to afford the desired product as a light yellow solid (27 mg, 28%): 1H NMR (500 M Hz, CD3OD) δ 7.61-7...